This data is from the Open Reaction Database (ORD), a public repository of structured organic reaction records. The task is: describe an organic reaction: reactants, conditions, products, and yield The reactants are ClC1=NN=C(OC)C=C1, [Zn].O=S(O)C(F)(F)F. The reagents and catalysts are OOC(C)(C)C. Solvent: O, FC(F)(F)C(F)(F)C(F)(F)C(F)(F)C(F)(F)C(F)(F)F. Reaction conditions: temperature 25 celsius, time 24 hour. Yields the product FC(F)(F)C1=CC(Cl)=NN=C1OC, O=C(C1=CC(Br)=CN=C1C(F)(F)F)C. Isolated yield 20.0%. The reactants are BrC1=CC=C(C=C1)C(C)=O (p-bromoacetophenone), [Br-].C1(=CC=CC=C1)C(C1=CC=CC=C1)(C1=CC=CC=C1)[PH3+] (triphenylmethylphosphonium bromide), C(CCC)[Li] (n-butyllithium). Solvent: C1CCOC1 (THF), C1CCOC1 (THF), CCCCCC (hexane). Run at temperature 0 celsius, time 30 minute. Product: BrC1=CC=C(C(=C)C)C=C1 (p-bromo-α-methylstyrene). Yield: 58.9%. RXN SMILES: [Br-].[C:2]1([C:8]([PH3+])([C:15]2C=CC=CC=2)[C:9]2C=CC=CC=2)[CH:7]=[CH:6][CH:5]=[CH:4][CH:3]=1.C([Li])CCC.[Br:27]C1C=CC(C(=O)C)=CC=1>C1COCC1.CCCCCC>[Br:27][C:5]1[CH:6]=[CH:7][C:2]([C:8]([CH3:15])=[CH2:9])=[CH:3][CH:4]=1 |f:0.1|. Reported procedure: To a slurry of triphenylmethylphosphonium bromide (71.4 g, 200 mmole), in 500 ml dry THF at 0° C., were slowly added dropwise 135 ml (200 mmole) 1.44 M n-butyllithium in hexane. The mixture was stirred 30 minutes at 0° C., and a solution of 39.8 g (200 mmole) p-bromoacetophenone, in 100 ml dry THF, was slowly added dropwise. The mixture was allowed to warm slowly to ambient temperature, whereafter stirring was continued overnight. The stirred mixture was next filtered and the solvent removed by ...